This data is from the Open Reaction Database (ORD), a public repository of structured organic reaction records. The task is: describe an organic reaction: reactants, conditions, products, and yield Reactants: BrC1=CN=C(S1)NC(N(C1CCOCC1)C1CCC(CC1)C)=O (3-(5-Bromo-thiazol-2-yl)-1-(4-methyl-cyclohexyl)-1-(tetrahydro-pyran-4-yl)-urea), C(CS)(=O)OC (methyl thioglycolate). The product is COC(CSC1=CN=C(S1)NC(=O)N(C1CCOCC1)C1CCC(CC1)C)=O ({2-[3-(4-Methyl-cyclohexyl)-3-(tetrahydro-pyran-4-yl)-ureido]-thiazol-5-ylsulfanyl}-acetic acid methyl ester). As a reaction SMILES: Br[C:2]1[S:6][C:5]([NH:7][C:8](=[O:23])[N:9]([CH:16]2[CH2:21][CH2:20][CH:19]([CH3:22])[CH2:18][CH2:17]2)[CH:10]2[CH2:15][CH2:14][O:13][CH2:12][CH2:11]2)=[N:4][CH:3]=1.[C:24]([O:28][CH3:29])(=[O:27])[CH2:25][SH:26]>>[CH3:29][O:28][C:24](=[O:27])[CH2:25][S:26][C:2]1[S:6][C:5]([NH:7][C:8]([N:9]([CH:16]2[CH2:21][CH2:20][CH:19]([CH3:22])[CH2:18][CH2:17]2)[CH:10]2[CH2:15][CH2:14][O:13][CH2:12][CH2:11]2)=[O:23])=[N:4][CH:3]=1. Reported procedure: Prepared as described in general procedure (D) using 3-(5-bromo-thiazol-2-yl)-1-(4-methyl-cyclohexyl)-1-(tetrahydro-pyran-4-yl)-urea (Example 203) and methyl thioglycolate.